Dataset: the Open Reaction Database (ORD), a public repository of structured organic reaction records. Task: describe an organic reaction: reactants, conditions, products, and yield Starting materials: C(C)SC(C(=O)C1=C(C=C(C=C1)F)F)(F)F (2-ethylthio-2,2,2′,4′-tetrafluoroacetophenone), ice water, [H-].[Na+] (NaH), CS(=O)C (DMSO), [I-].C[S+](=O)(C)C (trimethylsulfoxonium iodide). The yield is 90.0%. The product is FC1=C(C=CC(=C1)F)C1(OC1)C(F)(F)SCC (2-(2,4-difluorophenyl)-2-[(ethylthio) (difluoro)methyl]oxirane). Reaction conditions: temperature 50 celsius, time 1 hour. The solvent is C1CCOC1 (THF), C1CCOC1 (THF). As a reaction SMILES: [H-].[Na+].[CH3:3]S(C)=O.[I-].C[S+](C)(C)=O.[CH2:13]([S:15][C:16]([F:28])([F:27])[C:17]([C:19]1[CH:24]=[CH:23][C:22]([F:25])=[CH:21][C:20]=1[F:26])=[O:18])[CH3:14]>C1COCC1>[F:26][C:20]1[CH:21]=[C:22]([F:25])[CH:23]=[CH:24][C:19]=1[C:17]1([C:16]([S:15][CH2:13][CH3:14])([F:27])[F:28])[CH2:3][O:18]1 |f:0.1,3.4|. Procedure details: A suspension of 60%) NaH (876 mg, 0.022 mol) in THF (30 ml)-DMSO (50 ml) was heated to an external temperature of 50° C., followed by the addition of trimethylsulfoxonium iodide (4.8 g, 0.022 mol) in portions. After stirring at the same temperature for one hour, the reaction mixture was cooled to −20° C. and added dropwise with a solution of 2-ethylthio-2,2,2′,4′-tetrafluoroacetophenone (4.6 g, 0.018 mol) in THF (20 ml). The resulting mixture was stirred at room temperature for 2 hours. The reac... The reactants are C1=CC=CC2=CC3=CC=CC=C3C(=C12)OCCCN(C)C (1-(9-anthryloxy)-3-dimethylaminopropane), P(O)(O)(O)=O (phosphoric acid), C(C)OCC (Diethyl ether). Solvent: CO (methanol). The product is P(=O)(O)(O)O.C1=CC=CC2=CC3=CC=CC=C3C(=C12)OCCCN(C)C (1-(9-anthryloxy)-3-dimethylaminopropane phosphate). RXN SMILES: [P:1](=[O:5])([OH:4])([OH:3])[OH:2].[CH:6]1[C:19]2[C:10](=[CH:11][C:12]3[C:17]([C:18]=2[O:20][CH2:21][CH2:22][CH2:23][N:24]([CH3:26])[CH3:25])=[CH:16][CH:15]=[CH:14][CH:13]=3)[CH:9]=[CH:8][CH:7]=1.C(OCC)C>CO>[P:1]([OH:5])([OH:4])([OH:3])=[O:2].[CH:16]1[C:17]2[C:12](=[CH:11][C:10]3[C:19]([C:18]=2[O:20][CH2:21][CH2:22][CH2:23][N:24]([CH3:25])[CH3:26])=[CH:6][CH:7]=[CH:8][CH:9]=3)[CH:13]=[CH:14][CH:15]=1 |f:4.5|. Reported procedure: A twofold stoichiometric excess of 3% phosphoric acid in methanol is added to a methanolic solution of 1.0 g. of 1-(9-anthryloxy)-3-dimethylaminopropane. Diethyl ether is added until precipitation is complete. The product is filtered, washed with ether, air dried and recrystallized to give 1-(9-anthryloxy)-3-dimethylaminopropane phosphate, m.p. 196°-200° C. The reactants are O=[N+]([O-])c1ccc(-c2ncnn2-c2ccccc2F)cc1, C1COCCO1, O. Product: Nc1ccc(-c2ncnn2-c2ccccc2F)cc1. As a reaction SMILES: [F:1][c:2]1[c:3](-[n:8]2[n:9][cH:10][n:11][c:12]2-[c:13]2[cH:14][cH:15][c:16]([N+:19]([O-:20])=[O:21])[cH:17][cH:18]2)[cH:4][cH:5][cH:6][cH:7]1.[O:22]1[CH2:23][CH2:24][O:25][CH2:26][CH2:27]1.[OH2:28]>>[F:1][c:2]1[c:3](-[n:8]2[n:9][cH:10][n:11][c:12]2-[c:13]2[cH:14][cH:15][c:16]([NH2:19])[cH:17][cH:18]2)[cH:4][cH:5][cH:6][cH:7]1. Starting materials: CC(C)c1nnc(CCN(C(=O)[O-])C(C)(C)C)o1, ClCCl, O=C(O)C(F)(F)F. Yields the product CC(C)c1nnc(CCN)o1. Reaction SMILES: [C:1]([N:5]([C:2](=[O:3])[O-:4])[CH2:9][CH2:10][c:11]1[o:12][c:13]([CH:16]([CH3:17])[CH3:18])[n:14][n:15]1)([CH3:6])([CH3:7])[CH3:8].[Cl:26][CH2:27][Cl:28].[OH:19][C:20]([C:21]([F:22])([F:23])[F:24])=[O:25]>>[NH2:5][CH2:9][CH2:10][c:11]1[o:12][c:13]([CH:16]([CH3:17])[CH3:18])[n:14][n:15]1. Starting materials: FC1=C2CCN(C(C2=C(C=C1)[N+](=O)[O-])=O)C (5-fluoro-2-methyl-8-nitro-3,4-dihydro-2H-isoquinolin-1-one), CS(=O)(=O)CCO (2-(methylsulfonyl)ethanol), [H-].[Na+] (Sodium hydride). Solvent: CN(C)C=O (DMF). Reaction conditions: temperature 0 celsius, time 1 hour. Product: OC1=C2CCN(C(C2=C(C=C1)[N+](=O)[O-])=O)C (5-hydroxy-2-methyl-8-nitro-3,4-dihydro-2H-isoquinolin-1-one). Reaction SMILES: F[C:2]1[CH:11]=[CH:10][C:9]([N+:12]([O-:14])=[O:13])=[C:8]2[C:3]=1[CH2:4][CH2:5][N:6]([CH3:16])[C:7]2=[O:15].CS(CCO)(=O)=[O:19].[H-].[Na+]>CN(C=O)C>[OH:19][C:2]1[CH:11]=[CH:10][C:9]([N+:12]([O-:14])=[O:13])=[C:8]2[C:3]=1[CH2:4][CH2:5][N:6]([CH3:16])[C:7]2=[O:15] |f:2.3|. Procedure: To a stirring solution of 5-fluoro-2-methyl-8-nitro-3,4-dihydro-2H-isoquinolin-1-one (2.24 g, 10 mmol) in DMF (15 mL) is added 2-(methylsulfonyl)ethanol (1.86 g, 15 mmol) and the solution cooled to 0° C. Sodium hydride (1.2 g, 30 mmol) is added and the reaction mixture allowed to warm to room temperature and then stirred for 1 hour. The mixture is quenched with a 1N HCl solution and partitioned between ethyl acetate and brine. The organic layer is concentrated to dryness and the crude organics p... Reactants: Br, O=C([O-])O, CC1=NN(c2ccc3c(c2)C(C)(C)CC3)C(=O)C1, CCO, Cl, O=N[O-], Cc1cc(N)c(O)c(-c2ccc(C(=O)O)s2)c1, [Na+], [Na+]. Product: CC1=NN(c2ccc3c(c2)C(C)(C)CC3)C(=O)C1=NNc1cc(C)cc(-c2ccc(C(=O)O)s2)c1O. As a reaction SMILES: [BrH:1].[C:41](=[O:42])([OH:43])[O-:44].[CH3:23][C:24]1([CH3:40])[CH2:25][CH2:26][c:27]2[cH:28][cH:29][c:30]([N:33]3[N:34]=[C:35]([CH3:39])[CH2:36][C:37]3=[O:38])[cH:31][c:32]21.[CH3:47][CH2:48][OH:49].[ClH:46].[N:19]([O-:20])=[O:21].[NH2:2][c:3]1[c:4]([OH:18])[c:5](-[c:10]2[cH:11][cH:12][c:13]([C:15](=[O:16])[OH:17])[s:14]2)[cH:6][c:7]([CH3:9])[cH:8]1.[Na+:22].[Na+:45]>>[NH:2]([c:3]1[c:4]([OH:18])[c:5](-[c:10]2[cH:11][cH:12][c:13]([C:15](=[O:16])[OH:17])[s:14]2)[cH:6][c:7]([CH3:9])[cH:8]1)[N:19]=[C:36]1[C:35]([CH3:39])=[N:34][N:33]([c:30]2[cH:29][cH:28][c:27]3[c:32]([cH:31]2)[C:24]([CH3:23])([CH3:40])[CH2:25][CH2:26]3)[C:37]1=[O:38]. As a reaction SMILES: [Cl:1][C:2]1[CH:7]=[CH:6][C:5]([C:8]2[S:12][C:11]([CH3:13])=[N:10][C:9]=2[C:14]([OH:16])=O)=[CH:4][CH:3]=1.[NH:17]1[CH2:22][CH2:21][CH2:20][C@@H:19]([NH:23][C:24]([C:26]2[N:33]3[C:29]([S:30][CH:31]=[CH:32]3)=[N:28][C:27]=2[CH3:34])=[O:25])[CH2:18]1>>[Cl:1][C:2]1[CH:3]=[CH:4][C:5]([C:8]2[S:12][C:11]([CH3:13])=[N:10][C:9]=2[C:14]([N:17]2[CH2:22][CH2:21][CH2:20][C@@H:19]([NH:23][C:24]([C:26]3[N:33]4[C:29]([S:30][CH:31]=[CH:32]4)=[N:28][C:27]=3[CH3:34])=[O:25])[CH2:18]2)=[O:16])=[CH:6][CH:7]=1. The product is ClC1=CC=C(C=C1)C1=C(N=C(S1)C)C(=O)N1C[C@@H](CCC1)NC(=O)C1=C(N=C2SC=CN21)C ((R)-6-Methyl-imidazo[2,1-b]thiazole-5-carboxylic acid{1-[5-(4-chloro-phenyl)-2-methyl-thiazole-4-carbonyl]-piperidin-3-yl}-amide). Procedure: prepared by reaction of 5-(4-chloro-phenyl)-2-methyl-thiazole-4-carboxylic acid with (R)-6-methyl-imidazo[2,1-b]-thiazole-5-carboxylic acid-piperidin-3-ylamide. The reactants are ClC1=CC=C(C=C1)C1=C(N=C(S1)C)C(=O)O (5-(4-chloro-phenyl)-2-methyl-thiazole-4-carboxylic acid), N1C[C@@H](CCC1)NC(=O)C1=C(N=C2SC=CN21)C ((R)-6-methyl-imidazo[2,1-b]-thiazole-5-carboxylic acid-piperidin-3-ylamide). Yields the product CCOC(=O)c1nnc2ccc(NC(=O)OCc3ccccc3)cc2c1O. Reactants: O=C(Cl)OCc1ccccc1, CCOC(=O)c1nnc2ccc(N)cc2c1O, c1ccncc1. As a reaction SMILES: [Cl:1][C:2](=[O:3])[O:4][CH2:5][c:6]1[cH:7][cH:8][cH:9][cH:10][cH:11]1.[NH2:12][c:13]1[cH:14][c:15]2[c:16]([OH:28])[c:17]([C:23](=[O:24])[O:25][CH2:26][CH3:27])[n:18][n:19][c:20]2[cH:21][cH:22]1.[cH:29]1[cH:30][cH:31][n:32][cH:33][cH:34]1>>[C:2](=[O:3])([O:4][CH2:5][c:6]1[cH:7][cH:8][cH:9][cH:10][cH:11]1)[NH:12][c:13]1[cH:14][c:15]2[c:16]([OH:28])[c:17]([C:23](=[O:24])[O:25][CH2:26][CH3:27])[n:18][n:19][c:20]2[cH:21][cH:22]1. Starting materials: C(C=C)ONC(=O)C1N(CC(CC1)OC)S(=O)(=O)C1=CC=C(C=C1)OCC1=CC=CC=C1 (1-(4-benzyloxy-benzenesulfonyl)-5-methoxy-piperidine-2-carboxylic acid allyloxy-amide), C(=O)[O-].C(C)[NH+](CC)CC (triethylammonium formate), solution, C(C)#N (acetonitrile), tetrakistriphenylphosphine palladium. Run in O (water). Conditions: temperature 80 celsius, time 15 minute. Product: ONC(=O)C1N(CC(CC1)OC)S(=O)(=O)C1=CC=C(C=C1)OCC1=CC=CC=C1 (1-(4-benzyloxy-benzenesulfonyl)-5-methoxy-piperidine-2-carboxylic acid hydroxyamide). Isolated yield 29.7%. Reaction SMILES: C([O:4][NH:5][C:6]([CH:8]1[CH2:13][CH2:12][CH:11]([O:14][CH3:15])[CH2:10][N:9]1[S:16]([C:19]1[CH:24]=[CH:23][C:22]([O:25][CH2:26][C:27]2[CH:32]=[CH:31][CH:30]=[CH:29][CH:28]=2)=[CH:21][CH:20]=1)(=[O:18])=[O:17])=[O:7])C=C.C([O-])=O.C([NH+](CC)CC)C.C(#N)C>O>[OH:4][NH:5][C:6]([CH:8]1[CH2:13][CH2:12][CH:11]([O:14][CH3:15])[CH2:10][N:9]1[S:16]([C:19]1[CH:24]=[CH:23][C:22]([O:25][CH2:26][C:27]2[CH:28]=[CH:29][CH:30]=[CH:31][CH:32]=2)=[CH:21][CH:20]=1)(=[O:18])=[O:17])=[O:7] |f:1.2|. Procedure: To a solution of 1-(4-benzyloxy-benzenesulfonyl)-5-methoxy-piperidine-2-carboxylic acid allyloxy-amide (0.090 g, 0.20 mmol), triethylammonium formate (0.28 mL of a 3M solution in water, 0.83 mmol) and acetonitrile (1.1 mL) was added tetrakistriphenylphosphine palladium. After stirring for 15 min at 80° C., the mixture was cooled to room temperature and concentrated in vacuo. The residue was diluted with ether and extracted 2× into 1 M NaOH. The combined aqueous layers were washed 2× with ether, ...